Dataset: the Open Reaction Database (ORD), a public repository of structured organic reaction records. Task: describe an organic reaction: reactants, conditions, products, and yield The reactants are IC=1C=C2C=CC(N(C2=CC1)C)=O (6-iodo-1-methyl-1,2-dihydroquinolin-2-one), O[C@]1(C[C@@H](OCC1)C)C=1C=C(SC1)S ((2S,4R)-4-hydroxy-4(2-mercaptothien-4-yl)-2-methyltetrahydropyran). Yields the product O[C@]1(C[C@@H](OCC1)C)C=1C=C(SC1)SC=1C=C2C=CC(N(C2=CC1)C)=O ((2S,4R)-4-hydroxy-2-methyl-4-[2-(1-methyl-2-oxo-1,2-dihydroquinolin-6-ylthio)thien-4-yl]tetrahydropyran). Isolated yield 65.0%. RXN SMILES: I[C:2]1[CH:3]=[C:4]2[C:9](=[CH:10][CH:11]=1)[N:8]([CH3:12])[C:7](=[O:13])[CH:6]=[CH:5]2.[OH:14][C@:15]1([C:22]2[CH:23]=[C:24]([SH:27])[S:25][CH:26]=2)[CH2:20][CH2:19][O:18][C@@H:17]([CH3:21])[CH2:16]1>>[OH:14][C@:15]1([C:22]2[CH:23]=[C:24]([S:27][C:2]3[CH:3]=[C:4]4[C:9](=[CH:10][CH:11]=3)[N:8]([CH3:12])[C:7](=[O:13])[CH:6]=[CH:5]4)[S:25][CH:26]=2)[CH2:20][CH2:19][O:18][C@@H:17]([CH3:21])[CH2:16]1. Procedure details: Using an analogous procedure to that described in Example 5, 6-iodo-1-methyl-1,2-dihydroquinolin-2-one (European Patent Application No. 0420511, Example 1 thereof) was reacted with (2S,4R)-4-hydroxy-4(2-mercaptothien-4-yl)-2-methyltetrahydropyran to give (2S,4R)-4-hydroxy-2-methyl-4-[2-(1-methyl-2-oxo-1,2-dihydroquinolin-6-ylthio)thien-4-yl]tetrahydropyran in 65% yield as a foam; Starting materials: B(OC)(OC)OC (B(OMe)3), C(C)C1=CC=C(C=C1)F (1-ethyl-4-fluorobenzene), CN(C)CCN(C)CCN(C)C (PMDTA), [Li]CCCC (BuLi). The solvent is C1CCOC1 (THF). Run at temperature -60 celsius, time 40 minute. Yields the product C(C)C=1C=CC(=C(C1)O)F (5-ethyl-2-fluorophenol). Isolated yield 96.0%. As a reaction SMILES: [CH2:1]([C:3]1[CH:8]=[CH:7][C:6]([F:9])=[CH:5][CH:4]=1)[CH3:2].CN(CCN(CCN(C)C)C)C.[Li]CCCC.B(OC)(OC)[O:28]C>C1COCC1>[CH2:1]([C:3]1[CH:4]=[CH:5][C:6]([F:9])=[C:7]([OH:28])[CH:8]=1)[CH3:2]. Procedure details: To a solution of 1-ethyl-4-fluorobenzene (5.0 g, 40.3 mmol) and PMDTA (8.5 mL, 40.7 mmol) in 20 mL THF at −40° C., was added BuLi (1.4 M in hexanes, 31.6 mL, 44.3 mmol). The tan suspension was stirred at −60° C. for 40 min, was recooled to −78° C., then B(OMe)3 (9.03 mL, 80.6 mmol). The mixture was stirred at −78° C. for 30 min, then was allowed to warm to rt. The reaction was quenched with 8 mL AcOH, then was cooled to 0° C. and treated with 9.8 mL 30% H2O2. The mixture was stirred for 30 min, ... The reactants are C(CC)OC1=NC=CC(=C1)NC(OC(C)(C)C)=O ((1,1-dimethylethyl) N-(2-propoxy-4-pyridinyl)carbamate). The solvent is FC(C(=O)O)(F)F (trifluoroacetic acid). Product: NC1=CC(=NC=C1)OCCC (4-Amino-2-propoxypyridine). As a reaction SMILES: [CH2:1]([O:4][C:5]1[CH:10]=[C:9]([NH:11]C(=O)OC(C)(C)C)[CH:8]=[CH:7][N:6]=1)[CH2:2][CH3:3]>FC(F)(F)C(O)=O>[NH2:11][C:9]1[CH:8]=[CH:7][N:6]=[C:5]([O:4][CH2:1][CH2:2][CH3:3])[CH:10]=1. Procedure: A solution of 4.4 grams (0.017 mole) of (1,1-dimethylethyl) N-(2-propoxy-4-pyridinyl)carbamate in 20 ml of trifluoroacetic acid was stirred at ambient temperature for one hour. The excess trifluoroacetic acid was removed under reduced pressure. The yield of 4-amino-2-propoxypyridine was 2.6 grams as an oil. Reactants: CCOC1CNCC1Nc1nc(CC)c(-c2ccc(OC)cc2C)nc1CC, CCOC1CN(c2nccs2)CC1Nc1nc(CC)c(-c2ccc(Cl)cc2Cl)nc1CC. Yields the product CCOC1CN(c2nccs2)CC1Nc1nc(CC)c(-c2ccc(OC)cc2C)nc1CC. Reaction SMILES: [CH2:33]([CH3:34])[O:35][CH:36]1[CH:37]([NH:41][c:42]2[n:43][c:44]([CH2:59][CH3:60])[c:45](-[c:50]3[c:51]([CH3:58])[cH:52][c:53]([O:56][CH3:57])[cH:54][cH:55]3)[n:46][c:47]2[CH2:48][CH3:49])[CH2:38][NH:39][CH2:40]1.[Cl:1][c:2]1[cH:3][c:4]([Cl:5])[cH:6][cH:7][c:8]1-[c:9]1[n:10][c:11]([CH2:12][CH3:13])[c:14]([NH:15][CH:16]2[CH:17]([O:18][CH2:19][CH3:20])[CH2:21][N:22]([c:26]3[s:27][cH:28][cH:29][n:30]3)[CH2:23]2)[n:24][c:25]1[CH2:31][CH3:32]>>[c:26]1([N:39]2[CH2:38][CH:37]([NH:41][c:42]3[n:43][c:44]([CH2:59][CH3:60])[c:45](-[c:50]4[c:51]([CH3:58])[cH:52][c:53]([O:56][CH3:57])[cH:54][cH:55]4)[n:46][c:47]3[CH2:48][CH3:49])[CH:36]([O:35][CH2:33][CH3:34])[CH2:40]2)[s:27][cH:28][cH:29][n:30]1. Run in CC(C)(C)OC (MTBE), O (water), Cl (hydrochloric acid), C1CCOC1 (THF), C1CCOC1 (THF). As a reaction SMILES: [CH3:1][C:2](C)([O-])C.[K+].[CH2:7]([O:9][C:10]1[CH:15]=[CH:14][C:13]([C:16]2[Se:20][C:19]([CH:21]=O)=[CH:18][CH:17]=2)=[C:12]([F:23])[C:11]=1[F:24])[CH3:8]>[Br-].C([P+](C1C=CC=CC=1)(C1C=CC=CC=1)C1C=CC=CC=1)C.C1COCC1.CC(OC)(C)C.O.Cl>[CH2:7]([O:9][C:10]1[CH:15]=[CH:14][C:13]([C:16]2[Se:20][C:19]([CH:21]=[CH:1][CH3:2])=[CH:18][CH:17]=2)=[C:12]([F:23])[C:11]=1[F:24])[CH3:8] |f:0.1,3.4|. Procedure details: 7.66 g (20.6 mmol) of ethyltriphenylphosphonium bromide are initially introduced in 80 ml of THF at 0° C., and 2.23 g (19.8 mmol) of potassium tert-butoxide dissolved in 20 ml of THF are added. After 1.5 h at RT, 5.0 g (15.9 mmol) of 5-(4-ethoxy-2,3-difluorophenyl)selenophene-2-carbaldehyde are added in portions with ice-cooling, and the batch is stirred at RT for 3.5 h. The mixture is diluted with MTBE, and water and 2 N hydrochloric acid are added. The organic phase is separated off, and the a... Reagents/catalysts: [Br-].C(C)[P+](C1=CC=CC=C1)(C1=CC=CC=C1)C1=CC=CC=C1 (ethyltriphenylphosphonium bromide). Reaction conditions: time 1.5 hour. Product: C(C)OC1=C(C(=C(C=C1)C=1[Se]C(=CC1)C=CC)F)F (2-(4-ethoxy-2,3-difluorophenyl)-5-propenylselenophene). Reactants: CC(C)([O-])C.[K+] (potassium tert-butoxide), C(C)OC1=C(C(=C(C=C1)C1=CC=C([Se]1)C=O)F)F (5-(4-ethoxy-2,3-difluorophenyl)selenophene-2-carbaldehyde). Starting materials: C(C)(=O)NC=1C(=CC(=C(NC2=CC=C(OC(C(=O)OC)C)C=C2)C1)N)F (methyl 2-[p-(5-acetamido-2-amino-4-fluoroanilino)phenoxy]propionate), C(C)(=O)O (acetic acid), resultant mixture, N(=O)[O-].[Na+] (sodium nitrite). Solvent: O1CCCC1 (tetrahydrofuran), O (water), O (water). Run at time 3 day. Product: C(C)(=O)NC=1C(=CC2=C(N(N=N2)C2=CC=C(OC(C(=O)OC)C)C=C2)C1)F (Methyl 2-[p-(6-acetamido-5-fluoro-1H-benzotriazol-1-yl)phenoxy]propionate). RXN SMILES: [C:1]([NH:4][C:5]1[C:6]([F:26])=[CH:7][C:8]([NH2:25])=[C:9]([CH:24]=1)[NH:10][C:11]1[CH:23]=[CH:22][C:14]([O:15][CH:16]([CH3:21])[C:17]([O:19][CH3:20])=[O:18])=[CH:13][CH:12]=1)(=[O:3])[CH3:2].C(O)(=O)C.[N:31]([O-])=O.[Na+]>O1CCCC1.O>[C:1]([NH:4][C:5]1[C:6]([F:26])=[CH:7][C:8]2[N:25]=[N:31][N:10]([C:11]3[CH:23]=[CH:22][C:14]([O:15][CH:16]([CH3:21])[C:17]([O:19][CH3:20])=[O:18])=[CH:13][CH:12]=3)[C:9]=2[CH:24]=1)(=[O:3])[CH3:2] |f:2.3|. Procedure: A solution of methyl 2-[p-(5-acetamido-2-amino-4-fluoroanilino)phenoxy]propionate (7 g, 0.019 mol) in tetrahydrofuran is added dropwise to a 50% acetic acid solution at 0° C. To the resultant mixture, a solution of sodium nitrite (2.81 g, 0.041 mol) in water is added dropwise. After the addition is complete, the reaction mixture is warmed to room temperature, stirred for 3 days and poured into water. The aqueous mixture is extracted with ethyl acetate. The organic extracts are combined, washed s... The reactants are N#Cc1ccc(Br)c(C=O)c1, [BH3-]C#N, CC(=O)O, CO, NCc1ccccc1, [Na+]. Product: N#Cc1ccc(Br)c(CNCc2ccccc2)c1. Reaction SMILES: [Br:1][c:2]1[c:3]([CH:10]=[O:11])[cH:4][c:5]([C:6]#[N:7])[cH:8][cH:9]1.[C:20]([BH3-:21])#[N:22].[CH3:24][C:25](=[O:26])[OH:27].[CH3:28][OH:29].[NH2:12][CH2:13][c:14]1[cH:15][cH:16][cH:17][cH:18][cH:19]1.[Na+:23]>>[Br:1][c:2]1[c:3]([CH2:10][NH:12][CH2:13][c:14]2[cH:15][cH:16][cH:17][cH:18][cH:19]2)[cH:4][c:5]([C:6]#[N:7])[cH:8][cH:9]1.